This data is from the Open Reaction Database (ORD), a public repository of structured organic reaction records. The task is: describe an organic reaction: reactants, conditions, products, and yield Starting materials: C(=O)([O-])[O-].[Na+].[Na+] (Na2CO3), CCO (EtOH), CO (MeOH), ClC1=NC2=C(N1[C@H]1[C@H](OC(C)=O)[C@H](OC(C)=O)[C@H](O1)COC(C)=O)C=C(C(=C2)Cl)Cl (2,5,6-Trichloro-1-(2,3,5-tri-O-acetyl-β-D-ribofuranosyl)benzimidazole). Run in O (H2O). Run at time 2 hour. The product is ClC1=NC2=C(N1[C@H]1[C@H](O)[C@H](O)[C@H](O1)CO)C=C(C(=C2)Cl)Cl (2,5,6-Trichloro-1-(β-D-ribofuranosyl)benzimidazole). Isolated yield 67.4%. Reaction SMILES: C([O-])([O-])=O.[Na+].[Na+].CCO.CO.[Cl:12][C:13]1[N:17]([C@@H:18]2[O:30][C@H:29]([CH2:31][O:32]C(=O)C)[C@@H:24]([O:25]C(=O)C)[C@H:19]2[O:20]C(=O)C)[C:16]2[CH:36]=[C:37]([Cl:41])[C:38]([Cl:40])=[CH:39][C:15]=2[N:14]=1>O>[Cl:12][C:13]1[N:17]([C@@H:18]2[O:30][C@H:29]([CH2:31][OH:32])[C@@H:24]([OH:25])[C@H:19]2[OH:20])[C:16]2[CH:36]=[C:37]([Cl:41])[C:38]([Cl:40])=[CH:39][C:15]=2[N:14]=1 |f:0.1.2|. Reported procedure: To a solution of Na2CO3 (23.32 g, 220 mmol) in 440 mL of H2O were added successively 2.0 L of EtOH, 2.0 L of MeOH, and 105.5 g (220 mmol) of 42. The reaction mixture was stirred at room temperature for 2 hr. ACOH (26.44 mL, 462 mmol) was added and stirring was continued at room temperature for 20 min. The reaction mixture was filtered. The solid product was triturated with H2O (800 mL, 20 min), MeOH (500 mL, 30 min), and then recrystallized from EtOH/MeOH (1 L/1 L) to give 52.4 g of 45 as white ... Reactants: C(CCC)[Li] (butyllithium), CC1=C(C=CC=C1)O (2-methylphenol), [Cl-].[Cl-].[Cl-].CC1=C(C(=C(C1(C)[Ti+3])C)C)C ((pentamethylcyclopentadienyl)titanium(IV) trichloride). Run in C1(=CC=CC=C1)C (toluene), C1(=CC=CC=C1)C (toluene). Conditions: time 12 hour. The product is [Cl-].[Cl-].CC1=C(O[Ti+2]C2(C(=C(C(=C2C)C)C)C)C)C=CC=C1 ((2-methylphenoxy)(pentamethylcyclopentadienyl)titanium(IV) dichloride). The yield is 165.1%. RXN SMILES: [CH3:1][C:2]1[CH:7]=[CH:6][CH:5]=[CH:4][C:3]=1[OH:8].C([Li])CCC.[Cl-:14].[Cl-].[Cl-].[CH3:17][C:18]1[C:22]([Ti+3:24])([CH3:23])[C:21]([CH3:25])=[C:20]([CH3:26])[C:19]=1[CH3:27]>C1(C)C=CC=CC=1>[Cl-:14].[Cl-:14].[CH3:1][C:2]1[CH:7]=[CH:6][CH:5]=[CH:4][C:3]=1[O:8][Ti+2:24][C:22]1([CH3:23])[C:18]([CH3:17])=[C:19]([CH3:27])[C:20]([CH3:26])=[C:21]1[CH3:25] |f:2.3.4.5,7.8.9|. Procedure details: 0.86 g (5.1 mmol) of 2-methylphenol (Aldrich, 99%) was dissolved in 40 ml of toluene, and 2.4 ml of butyllithium (2.5 M hexane solution) was slowly added dropwise thereto. The mixture solution was allowed to react at room temperature for 12 hours, and a solution of (pentamethylcyclopentadienyl)titanium(IV) trichloride (1.64 g, 5.5 mmol) in 10 ml of toluene was slowly added dropwise to the reaction solution at 0° C. The reaction solution was stirred at room temperature for 12 hours, filtered, tre... The reactants are FC1=C(C(=O)O)C(=CC=C1)O (2-Fluoro-6-hydoxybenzoic acid), C(C(=O)Cl)(=O)Cl (oxalyl chloride), C([O-])(O)=O.[Na+] (sodium bicarbonate), N (ammonia). Reagents/catalysts: CN(C=O)C (N,N-dimethylformamide). Solvent: C(C)(=O)OCC (ethyl acetate), C(C)(=O)OCC (ethyl acetate). Run at temperature 0 celsius, time 20 hour. The product is FC1=C(C(=O)N)C(=CC=C1)O (2-Fluoro-6-hydroxybenzamide). The yield is 51.5%. As a reaction SMILES: [F:1][C:2]1[CH:10]=[CH:9][CH:8]=[C:7]([OH:11])[C:3]=1[C:4](O)=[O:5].C(Cl)(=O)C(Cl)=O.[NH3:18].C(=O)(O)[O-].[Na+]>C(OCC)(=O)C.CN(C)C=O>[F:1][C:2]1[CH:10]=[CH:9][CH:8]=[C:7]([OH:11])[C:3]=1[C:4]([NH2:18])=[O:5] |f:3.4|. Procedure: 2-Fluoro-6-hydoxybenzoic acid (20.0 g, 0.128 mol) and oxalyl chloride (22.3 ml, 0.256 mol) were dissolved in ethyl acetate (300 ml) together with N,N-dimethylformamide (DMF) (2 drops) and the mixture was stirred under an atmosphere of nitrogen for 20 h. The solvent was removed by distillation under reduced pressure leaving the crude acid chloride which was redissolved in ethyl acetate (300 ml) and cooled to 0° C. Concentrated aqueous ammonia (d 0.88, 50 ml) was added dropwise and the mixture was... The reactants are BrC=1C=CC(=C(C(=O)O)C1)CC#N (5-Bromo-2-cyanomethyl-benzoic acid), NC1=NNC(=C1)C (3-amino-5-methylpyrazol). The solvent is C(C)(=O)O (acetic acid). Yields the product BrC1=CC=C2C=C(N=C(C2=C1)O)NC1=NNC(=C1)C (7-Bromo-3-(5-methyl-1H-pyrazol-3-ylamino)-isoquinolin-1-ol). As a reaction SMILES: [Br:1][C:2]1[CH:3]=[CH:4][C:5]([CH2:11][C:12]#[N:13])=[C:6]([CH:10]=1)[C:7](O)=[O:8].[NH2:14][C:15]1[CH:19]=[C:18]([CH3:20])[NH:17][N:16]=1>C(O)(=O)C>[Br:1][C:2]1[CH:10]=[C:6]2[C:5]([CH:11]=[C:12]([NH:14][C:15]3[CH:19]=[C:18]([CH3:20])[NH:17][N:16]=3)[N:13]=[C:7]2[OH:8])=[CH:4][CH:3]=1. Reported procedure: Similar procedure as described in example 9B was used, starting from 5-Bromo-2-cyanomethyl-benzoic acid, 3-amino-5-methylpyrazol and acetic acid to give 7-Bromo-3-(5-methyl-1H-pyrazol-3-ylamino)-isoquinolin-1-ol. LC-MS: m/e 319 (MH+). Reaction SMILES: [NH2:1][C:2]1(O)[CH:7]=[CH:6][C:5]([Br:8])=[CH:4][NH:3]1.N/[C:11](=[CH:16]\[CH3:17])/[C:12](OC)=[O:13].C(O)(=[O:20])C>C(Cl)(Cl)Cl.O>[Br:8][C:5]1[CH:6]=[C:7]([OH:20])[C:2]2[N:3]([CH:4]=1)[C:12](=[O:13])[CH:11]=[C:16]([CH3:17])[N:1]=2. Reactants: C(C)(=O)O (acetic acid), NC1(NC=C(C=C1)Br)O (2-amino-5-bromo-2-pyridinol), N/C(/C(=O)OC)=C\C (methyl 2-aminocrotonate). Run in O (water), C(Cl)(Cl)Cl (chloroform). Yields the product BrC=1C=C(C=2N(C(C=C(N2)C)=O)C1)O (7-bromo-9-hydroxy-2-methyl-4H-pyrido[1,2-a]pyrimidin-4-one). Reported procedure: When a mixture of 189.0 g of 2-amino-5-bromo-2-pyridinol and 130.0 g of methyl 2-aminocrotonate is heated for 4 hours at an internal temperature of about 150°, a solid reaction product is formed. This solid is suspended in 2 liters of chloroform and 240 ml of water, and 20% aqueous acetic acid is added to adjust the aqueous phase to pH 5.5. The chloroform solution is separated, washed with saturated aqueous sodium chloride, dried, and concentrated to give 180.5 g of 7-bromo-9-hydroxy-2-methyl-4H... The reactants are BrC=1C=C2C(=CC(=NC2=CC1)O)O (6-Bromo-2,4-quinolinediol), ClC=1C=C(N)C=CC1Cl (3,4-dichloroaniline), Cl (HCl). Run in CCOCC (Et2O). Yields the product BrC=1C=C2C(=CC(=NC2=CC1)O)NC1=CC(=C(C=C1)Cl)Cl (6-Bromo-4-(3,4-dichlorophenyl)amino-2-hydroxyquinoline). Reaction SMILES: [Br:1][C:2]1[CH:3]=[C:4]2[C:9](=[CH:10][CH:11]=1)[N:8]=[C:7]([OH:12])[CH:6]=[C:5]2O.[Cl:14][C:15]1[CH:16]=[C:17]([CH:19]=[CH:20][C:21]=1[Cl:22])[NH2:18].Cl>CCOCC>[Br:1][C:2]1[CH:3]=[C:4]2[C:9](=[CH:10][CH:11]=1)[N:8]=[C:7]([OH:12])[CH:6]=[C:5]2[NH:18][C:17]1[CH:19]=[CH:20][C:21]([Cl:22])=[C:15]([Cl:14])[CH:16]=1. Procedure: Prepared using general procedure 1; 6-Bromo-2,4-quinolinediol (3 g, 12.5 mmol), 3,4-dichloroaniline, 6.25 mL of 2 M HCl in Et2O were irradiated to 180° C. (400 W max) for 40 min. to afford 1.94 g (5.05 mmol, 40%). 1H NMR (300 MHz, DMSO): 11.36 (s, 1H), 8.83(s, 1H), 8.28(s, 1H), 7.70(dd, 1H, J=8.88, 1.61 Hz), 7.64(d, 1H, J=8.88 Hz), 7.55(d, 1H, J=2.02 Hz), 7.33(dd, 1H, J=8.88, 2.42 Hz), 7.25(d, 1H, J=8.88 Hz), 5.86(s, 1H).